Dataset: the Open Reaction Database (ORD), a public repository of structured organic reaction records. Task: describe an organic reaction: reactants, conditions, products, and yield The reactants are Cc1cc(Br)cnc1Br, N#C[Cu], CN(C)C=O, O. Product: Cc1cc(Br)cnc1C#N. As a reaction SMILES: [Br:1][c:2]1[n:3][cH:4][c:5]([Br:9])[cH:6][c:7]1[CH3:8].[Cu:10][C:11]#[N:12].[O:14]=[CH:15][N:16]([CH3:17])[CH3:18].[OH2:13]>>[c:2]1([C:11]#[N:12])[n:3][cH:4][c:5]([Br:9])[cH:6][c:7]1[CH3:8]. Reactants: Oc1ccc(Br)nc1, CCC(C)=O, O=[N+]([O-])c1cn(CCC2CO2)c(Cl)n1, [K+], [K+], O=C([O-])[O-], O. Product: O=[N+]([O-])c1cn(CCC(O)COc2ccc(Br)nc2)c(Cl)n1. RXN SMILES: [Br:15][c:16]1[cH:17][cH:18][c:19]([OH:22])[cH:20][n:21]1.[CH3:29][C:30](=[O:31])[CH2:32][CH3:33].[Cl:1][c:2]1[n:3]([CH2:10][CH2:11][CH:12]2[O:13][CH2:14]2)[cH:4][c:5]([N+:7](=[O:8])[O-:9])[n:6]1.[K+:23].[K+:24].[O-:25][C:26]([O-:27])=[O:28].[OH2:34]>>[Cl:1][c:2]1[n:3]([CH2:10][CH2:11][CH:12]([OH:13])[CH2:14][O:22][c:19]2[cH:18][cH:17][c:16]([Br:15])[n:21][cH:20]2)[cH:4][c:5]([N+:7](=[O:8])[O-:9])[n:6]1. Starting materials: CCCCCCO, ClC(Cl)Cl, CC(Cl)OC(=O)Cl, c1ccncc1. The product is CCCCCCOC(=O)OC(C)Cl. As a reaction SMILES: [CH2:8]([CH2:9][CH2:10][CH2:11][CH2:12][CH3:13])[OH:14].[CH:21]([Cl:22])([Cl:23])[Cl:24].[Cl:1][C:2](=[O:3])[O:4][CH:5]([CH3:6])[Cl:7].[cH:15]1[cH:16][cH:17][n:18][cH:19][cH:20]1>>[C:2](=[O:3])([O:4][CH:5]([CH3:6])[Cl:7])[O:14][CH2:8][CH2:9][CH2:10][CH2:11][CH2:12][CH3:13]. Procedure details: Following the procedure of Example 1, the reaction of 3,4-methylenedioxyphenethylamine with 2,4-dichloro-6-ethyl-thieno-[2,3-d]-pyrimidine yields 2-chloro-6-ethyl-4-(3,4-methylenedioxyphenethylamino)-thieno-[2,3-d]-pyrimidine. The product is ClC=1N=C(C2=C(N1)SC(=C2)CC)NCCC2=CC1=C(C=C2)OCO1 (2-chloro-6-ethyl-4-(3,4-methylenedioxyphenethylamino)-thieno-[2,3-d]-pyrimidine). Reactants: C1OC=2C=C(CCN)C=CC2O1 (3,4-methylenedioxyphenethylamine), ClC=1N=C(C2=C(N1)SC(=C2)CC)Cl (2,4-dichloro-6-ethyl-thieno-[2,3-d]-pyrimidine). As a reaction SMILES: [CH2:1]1[O:12][C:11]2[CH:10]=[CH:9][C:5]([CH2:6][CH2:7][NH2:8])=[CH:4][C:3]=2[O:2]1.[Cl:13][C:14]1[N:15]=[C:16](Cl)[C:17]2[CH:22]=[C:21]([CH2:23][CH3:24])[S:20][C:18]=2[N:19]=1>>[Cl:13][C:14]1[N:15]=[C:16]([NH:8][CH2:7][CH2:6][C:5]2[CH:9]=[CH:10][C:11]3[O:12][CH2:1][O:2][C:3]=3[CH:4]=2)[C:17]2[CH:22]=[C:21]([CH2:23][CH3:24])[S:20][C:18]=2[N:19]=1. The reactants are Cc1nc(C(F)(F)F)ccc1Cn1c(=O)c(-c2ccccc2)c(-c2ccc(Cl)cc2)c2nnc(C(C)OC(=O)C(NC(=O)OC(C)(C)C)C(C)C)n21, Cl. Yields the product Cl, Cc1nc(C(F)(F)F)ccc1Cn1c(=O)c(-c2ccccc2)c(-c2ccc(Cl)cc2)c2nnc(C(C)OC(=O)C(N)C(C)C)n21. RXN SMILES: [C:1]([O:2][C:3](=[O:4])[NH:8][CH:9]([C:10](=[O:11])[O:12][CH:13]([CH3:14])[c:15]1[n:16][n:17][c:18]2[n:19]1[n:20]([CH2:38][c:39]1[c:40]([CH3:49])[n:41][c:42]([C:45]([F:46])([F:47])[F:48])[cH:43][cH:44]1)[c:21](=[O:37])[c:22](-[c:31]1[cH:32][cH:33][cH:34][cH:35][cH:36]1)[c:23]2-[c:24]1[cH:25][cH:26][c:27]([Cl:30])[cH:28][cH:29]1)[CH:50]([CH3:51])[CH3:52])([CH3:5])([CH3:6])[CH3:7].[ClH:53]>>[ClH:53].[NH2:8][CH:9]([C:10](=[O:11])[O:12][CH:13]([CH3:14])[c:15]1[n:16][n:17][c:18]2[n:19]1[n:20]([CH2:38][c:39]1[c:40]([CH3:49])[n:41][c:42]([C:45]([F:46])([F:47])[F:48])[cH:43][cH:44]1)[c:21](=[O:37])[c:22](-[c:31]1[cH:32][cH:33][cH:34][cH:35][cH:36]1)[c:23]2-[c:24]1[cH:25][cH:26][c:27]([Cl:30])[cH:28][cH:29]1)[CH:50]([CH3:51])[CH3:52]. Starting materials: BrCCCCCCCCCCCCOC1=CC=C(C(=O)OC2=CC=C(C=C2)OC(CC)C)C=C1 (4-(1-methylpropoxy)phenyl 4-(12-bromododecyloxy)benzoate), CN(C)C=O (DMF). The product is bromo, C(C=C)(=O)O (acrylic acid), [OH-].C[N+](C)(C)C (tetramethylammonium hydroxide). As a reaction SMILES: Br[CH2:2]CCCCCCCCCCC[O:14]C1C=C[C:18]([C:19]([O:21]C2C=CC(OC(C)CC)=CC=2)=[O:20])=[CH:17]C=1.[CH3:35][N:36]([CH:38]=O)[CH3:37]>>[C:19]([OH:21])(=[O:20])[CH:18]=[CH2:17].[OH-:14].[CH3:35][N+:36]([CH3:38])([CH3:2])[CH3:37] |f:3.4|. Procedure: A solution of 6 mmol (3.2 g) of the bromo compound obtained in (2), 10 mmol (0.72 g) of acrylic acid, and 10 mmol (1.8 g) of tetramethylammonium hydroxide (pentahydrate) in 30 ml of DMF was stirred for 10 hours at room temperature. To the resulting reaction solution was added water and then extracted with ether. The extract was concentrated, and the concentrate was purified by column chromatography to obtain 2.2 g of the objective monomer (3b). (Yield: 71%) The reactants are C=CC(=O)OCCCC, CCCCOC(C)=O, Nc1cc(F)cnc1Cl, [Na+], [Na+], O=C([O-])[O-], CC(=O)[O-], CC(=O)[O-], O, [Pd+2], c1ccc(P(c2ccccc2)c2ccccc2)cc1. The product is CCCCOC(=O)C=Cc1ncc(F)cc1N. As a reaction SMILES: [CH3:1][CH2:2][CH2:3][CH2:4][O:5][C:6](=[O:7])[CH:8]=[CH2:9].[CH3:53][CH2:54][CH2:55][CH2:56][O:57][C:58](=[O:59])[CH3:60].[Cl:10][c:11]1[n:12][cH:13][c:14]([F:18])[cH:15][c:16]1[NH2:17].[Na+:38].[Na+:39].[O-:40][C:41](=[O:42])[O-:43].[O-:45][C:46]([CH3:47])=[O:48].[O-:49][C:50]([CH3:51])=[O:52].[OH2:61].[Pd+2:44].[c:19]1([P:20]([c:21]2[cH:22][cH:23][cH:24][cH:25][cH:26]2)[c:27]2[cH:28][cH:29][cH:30][cH:31][cH:32]2)[cH:33][cH:34][cH:35][cH:36][cH:37]1>>[CH3:1][CH2:2][CH2:3][CH2:4][O:5][C:6](=[O:7])[CH:8]=[CH:9][c:11]1[n:12][cH:13][c:14]([F:18])[cH:15][c:16]1[NH2:17].